Dataset: the Open Reaction Database (ORD), a public repository of structured organic reaction records. Task: describe an organic reaction: reactants, conditions, products, and yield Reactants: FC1=CC=C(C2=CC=CC=C12)C(=O)O (4-fluoro-1-naphthoic acid), C(C(=O)Cl)(=O)Cl (oxalyl chloride), C(CCCC)OC1=CC=CC2=CC=CC=C12 (1-pentyloxy-naphthalene), [Cl-].[Al+3].[Cl-].[Cl-] (aluminium chloride). Reagents/catalysts: CN(C)C=O (DMF). Run in C(C)(=O)OCC (ethyl acetate), C(Cl)Cl (DCM), O (water). Reaction conditions: temperature 4 celsius, time 20 minute. Yields the product FC1=CC=C(C2=CC=CC=C12)C(=O)C1=CC=C(C2=CC=CC=C12)OCCCCC ((4-Fluoronaphthalen-1-yl)-(4-pentyloxynaphthalen-1 -yl) methanone). Yield: 98.0%. Reaction SMILES: [F:1][C:2]1[C:11]2[C:6](=[CH:7][CH:8]=[CH:9][CH:10]=2)[C:5]([C:12]([OH:14])=O)=[CH:4][CH:3]=1.C(Cl)(=O)C(Cl)=O.[Cl-].[Al+3].[Cl-].[Cl-].[CH2:25]([O:30][C:31]1[C:40]2[C:35](=[CH:36][CH:37]=[CH:38][CH:39]=2)[CH:34]=[CH:33][CH:32]=1)[CH2:26][CH2:27][CH2:28][CH3:29]>C(Cl)Cl.CN(C=O)C.O.C(OCC)(=O)C>[F:1][C:2]1[C:11]2[C:6](=[CH:7][CH:8]=[CH:9][CH:10]=2)[C:5]([C:12]([C:34]2[C:35]3[C:40](=[CH:39][CH:38]=[CH:37][CH:36]=3)[C:31]([O:30][CH2:25][CH2:26][CH2:27][CH2:28][CH3:29])=[CH:32][CH:33]=2)=[O:14])=[CH:4][CH:3]=1 |f:2.3.4.5|. Procedure: A stirred solution of 4-fluoro-1-naphthoic acid (0.5 g, 2.63 mmol) in anhydrous DCM (10 mL) is treated at room temperature with oxalyl chloride (0.52 g, 4.1 mmol) followed by a few drops of anhydrous DMF. Once bubbling subsided, the clear solution is cooled to 4° C. in an ice bath, and aluminium chloride (0.7 g, 5.25 mmol) is added in one portion. After stirring at 4° C. for 20 min, 1-pentyloxy-naphthalene (0.563 g, 2.63 mmol) is added, and the reaction mixture is allowed to warm gradually to am... The reactants are FC(C(=O)O)(F)F.CN[C@@H]1CC[C@H](CC1)CCCCCOS(=O)(=O)C (trans-Methansulfonic acid 5-(4-methyl amino-cyclohexyl)-pentyl ester-Trifluoroacetic acid salt), ClC(=O)OC1=CC(=C(C=C1)F)F (3,4-difluoro-phenyl chloroformate), C(C=C)CN (N-allylmethylamine). The product is FC=1C=C(C=CC1F)OC(N(C)[C@@H]1CC[C@H](CC1)CCCCCN(C)CC=C)=O (trans-{4-[5-(Allyl-methyl-amino)-pentyl]-cyclohexyl}-methyl-carbamic acid 3,4-difluoro-phenyl ester). RXN SMILES: F[C:2](F)(F)C(O)=O.[CH3:8][NH:9][C@H:10]1[CH2:15][CH2:14][C@H:13]([CH2:16][CH2:17][CH2:18][CH2:19][CH2:20]OS(C)(=O)=O)[CH2:12][CH2:11]1.Cl[C:27]([O:29][C:30]1[CH:35]=[CH:34][C:33]([F:36])=[C:32]([F:37])[CH:31]=1)=[O:28].[CH2:38]([CH2:41][NH2:42])[CH:39]=C>>[F:37][C:32]1[CH:31]=[C:30]([O:29][C:27](=[O:28])[N:9]([C@H:10]2[CH2:11][CH2:12][C@H:13]([CH2:16][CH2:17][CH2:18][CH2:19][CH2:20][N:42]([CH2:41][CH:38]=[CH2:39])[CH3:2])[CH2:14][CH2:15]2)[CH3:8])[CH:35]=[CH:34][C:33]=1[F:36] |f:0.1|. Procedure: In analogy to examples 29.10 and 29.11, trans-Methansulfonic acid 5-(4-methyl amino-cyclohexyl)-pentyl ester-Trifluoroacetic acid salt and 3,4-difluoro-phenyl chloroformate were reacted, followed by treatment with N-allylmethylamine to yield trans-{4-[5-(Allyl-methyl-amino)-pentyl]-cyclohexyl}-methyl-carbamic acid 3,4-difluoro-phenyl ester, MS: 409 (MH+).